Dataset: the Open Reaction Database (ORD), a public repository of structured organic reaction records. Task: describe an organic reaction: reactants, conditions, products, and yield Reactants: FC(C1=CC=C(COC(C(=O)O)(C)C)C=C1)(F)F (2-(4-trifluoromethylbenzyloxy)-2-methylpropionic acid), [Si](C)(C)(C(C)(C)C)O[C@@H]1C=C2C=C[C@@H]([C@@H]([C@H]2[C@H](C1)O)CC[C@@H]1C[C@H](CC(O1)=O)O[Si](C)(C)C(C)(C)C)C ((4R,6R)-6-{(1S,2S,6S,8S,8aR)-2-[1,2,6,7,8,8a-hexahydro-6-t-butyldimethylsilyloxy-8-hydroxy-2-methyl-1-naphthyl]ethyl}tetrahydro-4-t-butyldimethylsilyloxy-2H-pyran-2-one). Yields the product [Si](C)(C)(C(C)(C)C)O[C@@H]1C=C2C=C[C@@H]([C@@H]([C@H]2[C@H](C1)OC(C(C)(C)OCC1=CC=C(C=C1)C(F)(F)F)=O)CC[C@@H]1C[C@H](CC(O1)=O)O[Si](C)(C)C(C)(C)C)C ((4R,6R)-6-([1S,2S,6S,8S,8aR]-2-{1,2,6,7,8,8a-Hexahydro-6-t-butyldimethylsilyloxy-8-[2-(4-trifluoromethylbenzyloxy)-2-methylpropionyloxy]-2-methyl-1-naphthyl}ethyl)tetrahydro-4-t-butyldimethylsilyloxy-2H-pyran-2-one). Yield: 80.6%. As a reaction SMILES: [F:1][C:2]([F:18])([F:17])[C:3]1[CH:16]=[CH:15][C:6]([CH2:7][O:8][C:9]([CH3:14])([CH3:13])[C:10]([OH:12])=[O:11])=[CH:5][CH:4]=1.[Si:19]([O:26][C@H:27]1[CH2:36][C@H:35](O)[C@H:34]2[C:29]([CH:30]=[CH:31][C@H:32]([CH3:55])[C@@H:33]2[CH2:38][CH2:39][C@H:40]2[O:45][C:44](=[O:46])[CH2:43][C@H:42]([O:47][Si:48]([C:51]([CH3:54])([CH3:53])[CH3:52])([CH3:50])[CH3:49])[CH2:41]2)=[CH:28]1)([C:22]([CH3:25])([CH3:24])[CH3:23])([CH3:21])[CH3:20]>>[Si:19]([O:26][C@H:27]1[CH2:36][C@H:35]([O:11][C:10](=[O:12])[C:9]([O:8][CH2:7][C:6]2[CH:5]=[CH:4][C:3]([C:2]([F:17])([F:18])[F:1])=[CH:16][CH:15]=2)([CH3:13])[CH3:14])[C@H:34]2[C:29]([CH:30]=[CH:31][C@H:32]([CH3:55])[C@@H:33]2[CH2:38][CH2:39][C@H:40]2[O:45][C:44](=[O:46])[CH2:43][C@H:42]([O:47][Si:48]([C:51]([CH3:54])([CH3:53])[CH3:52])([CH3:49])[CH3:50])[CH2:41]2)=[CH:28]1)([C:22]([CH3:23])([CH3:24])[CH3:25])([CH3:21])[CH3:20]. Procedure: A procedure similar to that described in Example 1, above, was followed, but using 786 mg of 2-(4-trifluoromethylbenzyloxy)-2-methylpropionic acid and 1.10 g of (4R,6R)-6-{(1S,2S,6S,8S,8aR)-2-[1,2,6,7,8,8a-hexahydro-6-t-butyldimethylsilyloxy-8-hydroxy-2-methyl-1-naphthyl]ethyl}tetrahydro-4-t-butyldimethylsilyloxy-2H-pyran-2-one [prepared as described in Example B, above], to give 1.28 g of the title compound as a colorless foam. Reactants: Cl (HCl), 2/1, C(C)O.O (ethanol water), ClC=1C=C(C=C(C1OC(C(C(F)(F)F)(F)F)C)Cl)[N+](=O)[O-] (3,5-dichloro-4-(1-methyl-2,2,3,3,3-pentafluoropropoxy)nitrobenzene), Cl (HCl). Reagents/catalysts: [Fe] (iron). The solvent is C(C)O (ethanol), C(C)O (ethanol). The product is ClC=1C=C(N)C=C(C1OC(C(C(F)(F)F)(F)F)C)Cl (3,5-Dichloro-4-(1-methyl-2,2,3,3,3-pentafluoropropoxy)aniline). Isolated yield 86.8%. As a reaction SMILES: C(O)C.O.[Cl:5][C:6]1[CH:7]=[C:8]([N+:23]([O-])=O)[CH:9]=[C:10]([Cl:22])[C:11]=1[O:12][CH:13]([CH3:21])[C:14]([F:20])([F:19])[C:15]([F:18])([F:17])[F:16].Cl>C(O)C.[Fe]>[Cl:5][C:6]1[CH:7]=[C:8]([CH:9]=[C:10]([Cl:22])[C:11]=1[O:12][CH:13]([CH3:21])[C:14]([F:19])([F:20])[C:15]([F:17])([F:18])[F:16])[NH2:23] |f:0.1|. Procedure details: 4.0 g iron filings, 240 mL of a 2/1 ethanol-water mixture, and 4.86 g 3,5-dichloro-4-(1-methyl-2,2,3,3,3-pentafluoropropoxy)nitrobenzene was stirred vigorously and heated under reflux while 1.0 mL conc. HCl in 2 mL ethanol was added dropwise. After one hour 2.0 mL conc. HCl in 2.0 mL ethanol was added and reflux was maintained overnight (about 15 hours). The mixture was filtered hot through Celite. The filtrate was concentrated under vacuum before being partitioned in saturated sodium bicarbonat...